This data is from the Open Reaction Database (ORD), a public repository of structured organic reaction records. The task is: describe an organic reaction: reactants, conditions, products, and yield Reaction SMILES: [CH2:24]1[O:25][CH2:26][CH2:27][O:28][CH2:29]1.[F:1][c:2]1[cH:3][n+:4]([O-:16])[c:5]2[cH:6][cH:7][c:8](=[O:15])[n:9]([CH2:12][CH:13]=[CH2:14])[c:10]2[cH:11]1.[I+3:18]([O-:19])([O-:20])([O-:21])[O-:22].[Na+:23].[OH2:17]>>[F:1][c:2]1[cH:3][n+:4]([O-:16])[c:5]2[cH:6][cH:7][c:8](=[O:15])[n:9]([CH2:12][CH:13]=[O:19])[c:10]2[cH:11]1. Yields the product O=CCn1c(=O)ccc2c1cc(F)c[n+]2[O-]. Reactants: C1COCCO1, C=CCn1c(=O)ccc2c1cc(F)c[n+]2[O-], [O-][I+3]([O-])([O-])[O-], [Na+], O.